From a dataset of the Open Reaction Database (ORD), a public repository of structured organic reaction records. describe an organic reaction: reactants, conditions, products, and yield The reactants are CC(C)CCCC(C)C1CC(=O)C2=C3CCC4CC(OC(=O)c5ccccc5)CCC4(C)C3CCC21C, CCCO, CO, CCO, [O-][Cl+3]([O-])([O-])O, [K+], [Na+], [OH-], [OH-]. Yields the product CC(C)CCCC(C)C1CC(=O)C2=C3CCC4CC(O)CCC4(C)C3CCC21C. RXN SMILES: [C:1](=[O:2])([c:3]1[cH:4][cH:5][cH:6][cH:7][cH:8]1)[O:9][CH:10]1[CH2:11][CH:12]2[CH2:13][CH2:14][C:15]3=[C:16]4[C:17](=[O:37])[CH2:18][CH:19]([CH:20]([CH2:21][CH2:22][CH2:23][CH:24]([CH3:25])[CH3:26])[CH3:27])[C:28]4([CH3:36])[CH2:29][CH2:30][CH:31]3[C:32]2([CH3:35])[CH2:33][CH2:34]1.[CH2:49]([OH:50])[CH2:51][CH3:52].[CH3:45][OH:46].[CH3:53][CH2:54][OH:55].[Cl+3:38]([OH:39])([O-:40])([O-:41])[O-:42].[K+:44].[Na+:48].[OH-:43].[OH-:47]>>[OH:9][CH:10]1[CH2:11][CH:12]2[CH2:13][CH2:14][C:15]3=[C:16]4[C:17](=[O:37])[CH2:18][CH:19]([CH:20]([CH2:21][CH2:22][CH2:23][CH:24]([CH3:25])[CH3:26])[CH3:27])[C:28]4([CH3:36])[CH2:29][CH2:30][CH:31]3[C:32]2([CH3:35])[CH2:33][CH2:34]1.